This data is from the Open Reaction Database (ORD), a public repository of structured organic reaction records. The task is: describe an organic reaction: reactants, conditions, products, and yield Starting materials: Oc1ccc(Br)cc1C12CC3CC(CC(C3)C1)C2, C1CCOC1, [H-], CCCCCCCCCCI, [Na+], CN(C)C=O, O. Product: CCCCCCCCCCOc1ccc(Br)cc1C12CC3CC(CC(C3)C1)C2. Reaction SMILES: [C:3]12([c:13]3[c:14]([OH:20])[cH:15][cH:16][c:17]([Br:19])[cH:18]3)[CH2:4][CH:5]3[CH2:6][CH:7]([CH2:8][CH:9]([CH2:10]1)[CH2:11]3)[CH2:12]2.[CH2:37]1[O:38][CH2:39][CH2:40][CH2:41]1.[H-:1].[I:21][CH2:22][CH2:23][CH2:24][CH2:25][CH2:26][CH2:27][CH2:28][CH2:29][CH2:30][CH3:31].[Na+:2].[O:32]=[CH:33][N:34]([CH3:35])[CH3:36].[OH2:42]>>[C:3]12([c:13]3[c:14]([O:20][CH2:22][CH2:23][CH2:24][CH2:25][CH2:26][CH2:27][CH2:28][CH2:29][CH2:30][CH3:31])[cH:15][cH:16][c:17]([Br:19])[cH:18]3)[CH2:4][CH:5]3[CH2:6][CH:7]([CH2:8][CH:9]([CH2:10]1)[CH2:11]3)[CH2:12]2. The reactants are C1(CC1)CN1C(=CC=2C1=NC=CC2)C2=NC1=C(N2C)C(=CC(=C1)C(=O)OC)OC (Methyl 2(1-(cyclopropylmethyl)-1H-pyrrolo[2,3-b]pyridin-2-yl)-7-methoxy-1-methyl-1H-benzo[d]imidazole-5-carboxylate), CNC1=C(C=C(C(=O)OC)C=C1)[N+](=O)[O-] (methyl 4-(methylamino)-3-nitrobenzoate), C1(CC1)CN1C(=CC=2C1=NC=CC2)C=O (1-(cyclopropylmethyl)-1H-pyrrolo[2,3-b]pyridine-2-carbaldehyde). The product is C1(CC1)CN1C(=CC=2C1=NC=CC2)C2=NC1=C(N2C)C=CC(=C1)C(=O)OC (Methyl 2-(1-(cyclopropylmethyl)-1H-pyrrolo[2,3-b]pyridin-2-yl)-1-methyl-1H-benzo[d]imidazole-5-carboxylate). As a reaction SMILES: [CH:1]1([CH2:4][N:5]2[C:9]3=[N:10][CH:11]=[CH:12][CH:13]=[C:8]3[CH:7]=[C:6]2[C:14]2[N:18]([CH3:19])[C:17]3[C:20](OC)=[CH:21][C:22]([C:24]([O:26][CH3:27])=[O:25])=[CH:23][C:16]=3[N:15]=2)[CH2:3][CH2:2]1.CNC1C=CC(C(OC)=O)=CC=1[N+]([O-])=O.C1(CN2C3=NC=CC=C3C=C2C=O)CC1>>[CH:1]1([CH2:4][N:5]2[C:9]3=[N:10][CH:11]=[CH:12][CH:13]=[C:8]3[CH:7]=[C:6]2[C:14]2[N:18]([CH3:19])[C:17]3[CH:20]=[CH:21][C:22]([C:24]([O:26][CH3:27])=[O:25])=[CH:23][C:16]=3[N:15]=2)[CH2:3][CH2:2]1. Reported procedure: Prepared in a similar manner to Intermediate 44 using methyl 4-(methylamino)-3-nitrobenzoate (89 mg, 0.424 mmol) and 1-(cyclopropylmethyl)-1H-pyrrolo[2,3-b]pyridine-2-carbaldehyde (85 mg, 0.424 mmol). Starting materials: [H-].[Na+] (sodium hydride), C(C)(C)(C)OC(=O)NC1CCCCCC=CC2CC2(NC(C2CC(CN2C1=O)O)=O)C(=O)OCC (14-tert-butoxycarbonylamino-18-hydroxy-2,15-dioxo-3,16-diaza-tricyclo[14.3.0.04,6]nonadec-7-ene-4-carboxylic acid, ethyl ester), FC1=CC=C(C=C1)[N+](=O)[O-] (1-fluoro-4-nitrobenzene). Solvent: C1CCOC1 (THF). Conditions: time 5 minute. Product: C(C)(C)(C)OC(=O)NC1CCCCCC=CC2CC2(NC(C2CC(CN2C1=O)OC1=CC=C(C=C1)[N+](=O)[O-])=O)C(=O)O (14-tert-butoxycarbonylamino-18-(4-nitrophenoxy)-2,15-dioxo-3,16-diaza-tricyclo[14.3.0.04,6]nonadec-7-ene-4-carboxylic acid). Isolated yield 43.7%. RXN SMILES: [C:1]([O:5][C:6]([NH:8][CH:9]1[C:27](=[O:28])[N:26]2[CH:22]([CH2:23][CH:24]([OH:29])[CH2:25]2)[C:21](=[O:30])[NH:20][C:19]2([C:31]([O:33]CC)=[O:32])[CH:17]([CH2:18]2)[CH:16]=[CH:15][CH2:14][CH2:13][CH2:12][CH2:11][CH2:10]1)=[O:7])([CH3:4])([CH3:3])[CH3:2].[H-].[Na+].F[C:39]1[CH:44]=[CH:43][C:42]([N+:45]([O-:47])=[O:46])=[CH:41][CH:40]=1>C1COCC1>[C:1]([O:5][C:6]([NH:8][CH:9]1[C:27](=[O:28])[N:26]2[CH:22]([CH2:23][CH:24]([O:29][C:39]3[CH:44]=[CH:43][C:42]([N+:45]([O-:47])=[O:46])=[CH:41][CH:40]=3)[CH2:25]2)[C:21](=[O:30])[NH:20][C:19]2([C:31]([OH:33])=[O:32])[CH:17]([CH2:18]2)[CH:16]=[CH:15][CH2:14][CH2:13][CH2:12][CH2:11][CH2:10]1)=[O:7])([CH3:3])([CH3:2])[CH3:4] |f:1.2|. Procedure: To a mixture of (14-tert-butoxycarbonylamino-18-hydroxy-2,15-dioxo-3,16-diaza-tricyclo[14.3.0.04,6]nonadec-7-ene-4-carboxylic acid, ethyl ester (192 mg, 0.39 mmol; prepared in Ex. 25, step 3) in 3 mL of THF was added sodium hydride (50 mg, 60% in oil, 1.25 mmol). The mixture was stirred at rt for 5 min. then 1-fluoro-4-nitrobenzene (60 mg, 0.42 mmol) was added and stirring was continued at rt overnight. The reaction was quenched by adding 10 mL of water, and then 0.1 N hydrochloric acid was used... Yields the product COC(=O)C(CCC=O)c1ccc(Cl)c(Cl)c1. Reactants: COC(=O)Cc1ccc(Cl)c(Cl)c1, COC(=O)C(CC=O)c1ccc(Cl)c(Cl)c1, Cl. As a reaction SMILES: [CH3:17][O:18][C:19](=[O:20])[CH2:21][c:22]1[cH:23][cH:24][c:25]([Cl:26])[c:27]([Cl:28])[cH:29]1.[CH3:1][O:2][C:3]([CH:4]([CH2:5][CH:6]=[O:7])[c:8]1[cH:9][c:10]([Cl:15])[c:11]([Cl:14])[cH:12][cH:13]1)=[O:16].[ClH:30]>>[CH3:1][O:2][C:3]([CH:4]([CH2:5][CH2:6][CH:17]=[O:18])[c:8]1[cH:9][c:10]([Cl:15])[c:11]([Cl:14])[cH:12][cH:13]1)=[O:16]. Starting materials: NC=1N(N=C2C1C(NC=1C=CC=CC21)=O)C=2C(=C(OCC(=O)O)C=CC2)C ([3-(3-amino-4-oxo-4,5-dihydro-2H-pyrazolo[4,3-c]quinolin-2-yl)-2-methylphenoxy]acetic acid), CS(=O)(=O)N (methanesulfonamide), (3-dimethylaminopyropyl)ethylcarbodiimide hydrochloride. The reagents and catalysts are CN(C1=CC=NC=C1)C (4-(dimethylamino)pyridine). Solvent: CN(C=O)C (N,N-dimethylformamide). Conditions: time 2 day. The product is NC=1N(N=C2C1C(NC=1C=CC=CC21)=O)C=2C(=C(OCC(=O)NS(=O)(=O)C)C=CC2)C (2-[3-(3-amino-4-oxo-4,5-dihydro-2H-pyrazolo[4,3-c]quinolin-2-yl)-2-methylphenoxy]-N-(methylsulfonyl)acetamide). Isolated yield 37.4%. As a reaction SMILES: [NH2:1][C:2]1[N:3]([C:16]2[C:17]([CH3:27])=[C:18]([CH:24]=[CH:25][CH:26]=2)[O:19][CH2:20][C:21](O)=[O:22])[N:4]=[C:5]2[C:14]3[CH:13]=[CH:12][CH:11]=[CH:10][C:9]=3[NH:8][C:7](=[O:15])[C:6]=12.[CH3:28][S:29]([NH2:32])(=[O:31])=[O:30]>CN(C)C1C=CN=CC=1.CN(C)C=O>[NH2:1][C:2]1[N:3]([C:16]2[C:17]([CH3:27])=[C:18]([CH:24]=[CH:25][CH:26]=2)[O:19][CH2:20][C:21]([NH:32][S:29]([CH3:28])(=[O:31])=[O:30])=[O:22])[N:4]=[C:5]2[C:14]3[CH:13]=[CH:12][CH:11]=[CH:10][C:9]=3[NH:8][C:7](=[O:15])[C:6]=12. Procedure details: A mixture of [3-(3-amino-4-oxo-4,5-dihydro-2H-pyrazolo[4,3-c]quinolin-2-yl)-2-methylphenoxy]acetic acid (64 mg), methanesulfonamide (50 mg), 4-(dimethylamino)pyridine (25 mg), (3-dimethylaminopyropyl)ethylcarbodiimide hydrochloride (40 mg) and N,N-dimethylformamide (6 ml) was stirred at room temperature for 2 days. The reaction mixture was concentrated under reduced pressure. To the residue was added water, and then pH of the residue was adjusted to about 2 by adding a 1N hydrochloric acid. The ... Starting materials: CC(Cl)c1ccc(CC(=O)Nc2ncc(SCc3ncc(C(C)(C)C)o3)s2)cc1, CN(C)C=O, CC(N)CO. The product is CC(CO)NC(C)c1ccc(CC(=O)Nc2ncc(SCc3ncc(C(C)(C)C)o3)s2)cc1, Cl. Reaction SMILES: [CH3:1][C:2]([CH3:3])([CH3:4])[c:5]1[cH:6][n:7][c:8]([CH2:10][S:11][c:12]2[cH:13][n:14][c:15]([NH:17][C:18]([CH2:19][c:20]3[cH:21][cH:22][c:23]([CH:26]([CH3:27])[Cl:28])[cH:24][cH:25]3)=[O:29])[s:16]2)[o:9]1.[CH3:35][N:36]([CH3:37])[CH:38]=[O:39].[NH2:30][CH:31]([CH2:32][OH:33])[CH3:34]>>[CH3:1][C:2]([CH3:3])([CH3:4])[c:5]1[cH:6][n:7][c:8]([CH2:10][S:11][c:12]2[cH:13][n:14][c:15]([NH:17][C:18]([CH2:19][c:20]3[cH:21][cH:22][c:23]([CH:26]([CH3:27])[NH:30][CH:31]([CH2:32][OH:33])[CH3:34])[cH:24][cH:25]3)=[O:29])[s:16]2)[o:9]1.[ClH:28]. Reactants: CNCc1c[nH]c2cc(C)ccc12, CC#N, CO, CC(=O)O, CCN(C(C)C)C(C)C, O=COc1ccc([N+](=O)[O-])cc1. Yields the product Cc1ccc2c(CN(C)C=O)c[nH]c2c1. As a reaction SMILES: [CH3:1][NH:2][CH2:3][c:4]1[cH:5][nH:6][c:7]2[cH:8][c:9]([CH3:13])[cH:10][cH:11][c:12]12.[CH3:35][C:36]#[N:37].[CH3:38][OH:39].[CH3:40][C:41](=[O:42])[OH:43].[CH:14]([N:15]([CH:16]([CH3:17])[CH3:18])[CH2:19][CH3:20])([CH3:21])[CH3:22].[CH:23](=[O:24])[O:25][c:26]1[cH:27][cH:28][c:29]([N+:30]([O-:31])=[O:32])[cH:33][cH:34]1>>[CH3:1][N:2]([CH2:3][c:4]1[cH:5][nH:6][c:7]2[cH:8][c:9]([CH3:13])[cH:10][cH:11][c:12]12)[CH:23]=[O:24]. The reactants are C(C)N(C(C1=CC=C(C=C1)[C@H](C1=CC(=CC=C1)NCCC)N1CCN(CC1)CCOC)=O)CC (N,N-diethyl-4-[(R)-[4-(2-methoxyethyl)-1-piperazinyl][3-(propylamino)-phenyl]methyl]benzamide), C(=O)(C(F)(F)F)O (TFA), [B][B][B][B][B][B][B][B][B][B] (decaborane), NC=1C=C(C=CC1)[C@@H](C1=CC=C(C(=O)N(CC)CC)C=C1)N1CCN(CC1)CCCOC (4-{(R)-(3-aminophenyl)[4-(3-methoxypropyl)piperazin-1-yl]methyl}-N,N-diethylbenzamide), C(CC)=O (propionaldehyde). Yields the product C(C)N(C(C1=CC=C(C=C1)[C@H](C1=CC(=CC=C1)NCCC)N1CCN(CC1)CCCOC)=O)CC (N,N-diethyl-4-[(R)-[4-(3-methoxypropyl)-1-piperazinyl][3-(propyl-amino)phenyl]methyl]benzamide). The yield is 55.0%. RXN SMILES: [CH2:1]([N:3]([CH2:33][CH3:34])[C:4](=[O:32])[C:5]1[CH:10]=[CH:9][C:8]([C@@H:11]([N:22]2[CH2:27][CH2:26][N:25](CCOC)[CH2:24][CH2:23]2)[C:12]2[CH:17]=[CH:16][CH:15]=[C:14]([NH:18][CH2:19][CH2:20][CH3:21])[CH:13]=2)=[CH:7][CH:6]=1)[CH3:2].NC1C=C([C@H](N2CCN([CH2:62][CH2:63][CH2:64][O:65][CH3:66])CC2)C2C=CC(C(N(CC)CC)=O)=CC=2)C=CC=1.C(=O)CC.[B][B][B][B][B][B][B][B][B][B].C(O)(C(F)(F)F)=O>>[CH2:1]([N:3]([CH2:33][CH3:34])[C:4](=[O:32])[C:5]1[CH:10]=[CH:9][C:8]([C@@H:11]([N:22]2[CH2:27][CH2:26][N:25]([CH2:62][CH2:63][CH2:64][O:65][CH3:66])[CH2:24][CH2:23]2)[C:12]2[CH:17]=[CH:16][CH:15]=[C:14]([NH:18][CH2:19][CH2:20][CH3:21])[CH:13]=2)=[CH:7][CH:6]=1)[CH3:2] |^3:70,79,^1:71,72,73,74,75,76,77,78|. Procedure: Using the same method as for COMPOUND 61 and using COMPOUND 60 (86.0 mg, 0.20 mmol), propionaldehyde (0.014 mL, 0.19 mmol) and decaborane (7.2 mg, 0.059 mmol) afforded COMPOUND 62 (89 mg, 55% yield) as its TFA salt. This material was lyophilized from CH3CN/H2O to produce a hygroscopic, slightly yellow solid. Purity (HPLC): >97%; Optical purity (Chiral HPLC): >93%; 1H NMR (400 MHz, CD3OD) δ 1.01 (t, J=7.4 Hz, 3H), 1.09 (br t, J=6.6 Hz, 3H), 1.22 (br t, J=6.6 Hz, 3H), 1.70 (sextet, J=7.6 Hz, 2H), ... The reactants are ClC1=NC2=CC=C(C=C2C=C1C(=O)O)Cl (2,6-dichloroquinoline-3-carboxylic acid), N[C@H](CC1=CC=CC=C1)C(=O)O (D-phenylalanine). Product: C(=O)(O)[C@@H](CC1=CC=CC=C1)NC1=NC2=CC=C(C=C2C=C1C(=O)O)Cl (2-((R)-1-Carboxy-2-phenyl-ethylamino)-6-chloro-quinoline-3-carboxylic acid). Yield: 45.0%. As a reaction SMILES: Cl[C:2]1[C:11]([C:12]([OH:14])=[O:13])=[CH:10][C:9]2[C:4](=[CH:5][CH:6]=[C:7]([Cl:15])[CH:8]=2)[N:3]=1.[NH2:16][C@@H:17]([C:25]([OH:27])=[O:26])[CH2:18][C:19]1[CH:24]=[CH:23][CH:22]=[CH:21][CH:20]=1>>[C:25]([C@H:17]([NH:16][C:2]1[C:11]([C:12]([OH:14])=[O:13])=[CH:10][C:9]2[C:4](=[CH:5][CH:6]=[C:7]([Cl:15])[CH:8]=2)[N:3]=1)[CH2:18][C:19]1[CH:24]=[CH:23][CH:22]=[CH:21][CH:20]=1)([OH:27])=[O:26]. Procedure details: In close analogy to the procedure described in Example 1, 2,6-dichloroquinoline-3-carboxylic acid is reacted with D-phenylalanine to provide the title compound in 45% yield as yellow needles (recrystallization from MeOH/water).